This data is from the Open Reaction Database (ORD), a public repository of structured organic reaction records. The task is: describe an organic reaction: reactants, conditions, products, and yield The reactants are NC(C(=O)OC(C)(C)C)(C)C (tert-butyl 2-amino-2-methylpropanoate), C(#N)C1=CC(=C(CBr)C=C1)F (4-cyano-2-fluoro benzyl bromide). The product is C(#N)C1=CC(=C(CNC(C(=O)OC(C)(C)C)(C)C)C=C1)F (tert-butyl 2-[(4-cyano-2-fluorobenzyl)amino]-2-methylpropanoate). Reaction SMILES: [NH2:1][C:2]([CH3:11])([CH3:10])[C:3]([O:5][C:6]([CH3:9])([CH3:8])[CH3:7])=[O:4].[C:12]([C:14]1[CH:21]=[CH:20][C:17]([CH2:18]Br)=[C:16]([F:22])[CH:15]=1)#[N:13]>>[C:12]([C:14]1[CH:21]=[CH:20][C:17]([CH2:18][NH:1][C:2]([CH3:11])([CH3:10])[C:3]([O:5][C:6]([CH3:9])([CH3:8])[CH3:7])=[O:4])=[C:16]([F:22])[CH:15]=1)#[N:13]. Procedure details: The title compound was prepared following general procedure 10 starting from tert-butyl 2-amino-2-methylpropanoate and 4-cyano-2-fluoro benzyl bromide. The title compound was isolated as colorless liquid. 1H NMR (DMSO-d6, 400 MHz) δ 7.78-7.75 (d, J=10.0 Hz, 1H), 7.71-7.65 (m, 2H), 3.70-3.68 (d, J=6.9 Hz, 2H), 2.55 (s, 1H), 1.44 (s, 9H), 1.19 (s, 6H). The reactants are ClCCl, COc1cc(C(=O)CBr)cc(OC)c1OC, CCc1nccn1N=Cc1ccc(N(C)C)cc1. Yields the product [Br-], CCc1n(CC(=O)c2cc(OC)c(OC)c(OC)c2)cc[n+]1N=Cc1ccc(N(C)C)cc1. As a reaction SMILES: [CH2:35]([Cl:36])[Cl:37].[CH3:19][O:20][c:21]1[cH:22][c:23]([C:24]([CH2:25][Br:26])=[O:27])[cH:28][c:29]([O:33][CH3:34])[c:30]1[O:31][CH3:32].[CH3:1][N:2]([c:3]1[cH:4][cH:5][c:6]([CH:7]=[N:8][n:9]2[c:10]([CH2:14][CH3:15])[n:11][cH:12][cH:13]2)[cH:16][cH:17]1)[CH3:18]>>[Br-:26].[CH3:1][N:2]([c:3]1[cH:4][cH:5][c:6]([CH:7]=[N:8][n+:9]2[c:10]([CH2:14][CH3:15])[n:11]([CH2:25][C:24]([c:23]3[cH:22][c:21]([O:20][CH3:19])[c:30]([O:31][CH3:32])[c:29]([O:33][CH3:34])[cH:28]3)=[O:27])[cH:12][cH:13]2)[cH:16][cH:17]1)[CH3:18]. Starting materials: BrC1=C(C=CC=C1)CC(C)=O (1-(2-bromophenyl)propan-2-one), CC(=O)[O-].[Na+] (NaOAc), Cl.NO (hydroxylamine hydrochloride). Solvent: CO (MeOH). Conditions: time 18 hour. Product: BrC1=C(C=CC=C1)CC(C)=NO (1-(2-bromophenyl)propan-2-one oxime). Isolated yield 94.0%. RXN SMILES: [Br:1][C:2]1[CH:7]=[CH:6][CH:5]=[CH:4][C:3]=1[CH2:8][C:9](=O)[CH3:10].CC([O-])=O.[Na+].Cl.[NH2:18][OH:19]>CO>[Br:1][C:2]1[CH:7]=[CH:6][CH:5]=[CH:4][C:3]=1[CH2:8][C:9](=[N:18][OH:19])[CH3:10] |f:1.2,3.4|. Procedure: To a mixture of 1-(2-bromophenyl)propan-2-one (1.5 g, 7.04 mmol) and NaOAc (693 mg, 8.45 mmol) in MeOH (50 mL) at RT was added hydroxylamine hydrochloride (539 mg, 7.8 mmol). After the reaction mixture was stirred at RT for 18 h, it was concentrated in vacuo. Water was added (100 mL), and the mixture was extracted with EtOAc (50 mL×3), dried (MgSO4) and concentrated in vacuo to afford 1-(2-bromophenyl)propan-2-one oxime as a yellow solid (1.51 g, 94%). MS (ESI): m/z=228.1 [M+1]+. Starting materials: FC(C(=O)O)(F)F.FC(C(=O)O)(F)F.FC(C(=O)O)(F)F.ClC=1C=NC=2NC=3C=NC=C(CCC4=C(C=CC(NC1N2)=C4)NC(CC4CCNCC4)=O)C3 (N-[6-chloro-2,4,8,18,22-pentaazatetracyclo[14.3.1.1(3,7).1(9,13)]docosa-1(20),3(22),4,6,9(21),10,12,16,18-nonaen-12-yl]-2-piperidin-4-ylacetamide tris(trifluoroacetate)), C1(=CC=CC=C1)N=C=O (phenyl isocyanate). Product: FC(C(=O)O)(F)F.FC(C(=O)O)(F)F.ClC=1C=NC=2NC=3C=NC=C(CCC4=C(C=CC(NC1N2)=C4)NC(CC4CCN(CC4)C(=O)NC4=CC=CC=C4)=O)C3 (4-(2-{[6-Chloro-2,4,8,18,22-pentaazatetracyclo[14.3.1.1(3,7).1(9,13)]docosa-1(20),3(22),4,6,9(21),10,12,16,18-nonaen-12-yl]amino}-2-oxoethyl)-N-phenylpiperidine-1-carboxamide bis(trifluoroacetate)). The yield is 51.0%. Reaction SMILES: [F:1][C:2]([F:7])([F:6])[C:3]([OH:5])=[O:4].[F:8][C:9]([F:14])([F:13])[C:10]([OH:12])=[O:11].FC(F)(F)C(O)=O.[Cl:22][C:23]1[CH:24]=[N:25][C:26]2[NH:27][C:28]3[CH:29]=[N:30][CH:31]=[C:32]([CH:54]=3)[CH2:33][CH2:34][C:35]3[CH:43]=[C:39]([NH:40][C:41]=1[N:42]=2)[CH:38]=[CH:37][C:36]=3[NH:44][C:45](=[O:53])[CH2:46][CH:47]1[CH2:52][CH2:51][NH:50][CH2:49][CH2:48]1.[C:55]1([N:61]=[C:62]=[O:63])[CH:60]=[CH:59][CH:58]=[CH:57][CH:56]=1>>[F:1][C:2]([F:7])([F:6])[C:3]([OH:5])=[O:4].[F:8][C:9]([F:14])([F:13])[C:10]([OH:12])=[O:11].[Cl:22][C:23]1[CH:24]=[N:25][C:26]2[NH:27][C:28]3[CH:29]=[N:30][CH:31]=[C:32]([CH:54]=3)[CH2:33][CH2:34][C:35]3[CH:43]=[C:39]([NH:40][C:41]=1[N:42]=2)[CH:38]=[CH:37][C:36]=3[NH:44][C:45](=[O:53])[CH2:46][CH:47]1[CH2:52][CH2:51][N:50]([C:62]([NH:61][C:55]2[CH:60]=[CH:59][CH:58]=[CH:57][CH:56]=2)=[O:63])[CH2:49][CH2:48]1 |f:0.1.2.3,5.6.7|. Procedure: The desired compound was prepared according to the procedure of Example A9, step H using N-[6-chloro-2,4,8,18,22-pentaazatetracyclo[14.3.1.1(3,7).1(9,13)]docosa-1(20),3(22),4,6,9(21),10,12,16,18-nonaen-12-yl]-2-piperidin-4-ylacetamide tris(trifluoroacetate) and phenyl isocyanate as starting materials in 51% yield. LCMS for C31H32ClN8O2 (M+H)+: m/z=583.2. Starting materials: CCOC(=O)c1cc(-c2cccc(Cl)c2)c(Br)s1, Cl, [Li+], C1CCOC1, [OH-], O. The product is O=C(O)c1cc(-c2cccc(Cl)c2)c(Br)s1. As a reaction SMILES: [Br:1][c:2]1[c:3](-[c:12]2[cH:13][c:14]([Cl:18])[cH:15][cH:16][cH:17]2)[cH:4][c:5]([C:7](=[O:8])[O:9][CH2:10][CH3:11])[s:6]1.[ClH:22].[Li+:19].[O:23]1[CH2:24][CH2:25][CH2:26][CH2:27]1.[OH-:20].[OH2:21]>>[Br:1][c:2]1[c:3](-[c:12]2[cH:13][c:14]([Cl:18])[cH:15][cH:16][cH:17]2)[cH:4][c:5]([C:7](=[O:8])[OH:9])[s:6]1. Reaction SMILES: [Br:41][C:42]([C:43](=[O:44])[O:45][C:46]([CH3:47])([CH3:48])[CH3:49])([CH3:50])[CH3:51].[C:2]([c:3]1[cH:4][cH:5][cH:6][cH:7][cH:8]1)([c:9]1[cH:10][cH:11][cH:12][cH:13][cH:14]1)([c:15]1[cH:16][cH:17][cH:18][cH:19][cH:20]1)[NH:21][c:22]1[s:23][cH:24][c:25]([C:27]([C:28](=[O:29])[O:30][CH2:31][CH3:32])=[N:33][OH:34])[n:26]1.[C:35](=[O:36])([O-:37])[O-:38].[CH3:52][N:53]([CH3:54])[CH:55]=[O:56].[CH3:57][CH2:58][O:59][C:60](=[O:61])[CH3:62].[ClH:1].[K+:39].[K+:40].[OH2:63]>>[C:2]([c:3]1[cH:4][cH:5][cH:6][cH:7][cH:8]1)([c:9]1[cH:10][cH:11][cH:12][cH:13][cH:14]1)([c:15]1[cH:16][cH:17][cH:18][cH:19][cH:20]1)[NH:21][c:22]1[s:23][cH:24][c:25]([C:27]([C:28](=[O:29])[O:30][CH2:31][CH3:32])=[N:33][O:34][C:42]([C:43](=[O:44])[O:45][C:46]([CH3:47])([CH3:48])[CH3:49])([CH3:50])[CH3:51])[n:26]1. Yields the product CCOC(=O)C(=NOC(C)(C)C(=O)OC(C)(C)C)c1csc(NC(c2ccccc2)(c2ccccc2)c2ccccc2)n1. Reactants: CC(C)(C)OC(=O)C(C)(C)Br, CCOC(=O)C(=NO)c1csc(NC(c2ccccc2)(c2ccccc2)c2ccccc2)n1, O=C([O-])[O-], CN(C)C=O, CCOC(C)=O, Cl, [K+], [K+], O. Reactants: C(C)(=O)OCC (ethyl acetate), ClC1=C(C(=C(C(=O)O)C=C1)NCCCCl)[N+](=O)[O-] (4-chloro-2-[(3-chloropropyl)amino]-3-nitrobenzoic acid), CI (methyl iodide), C([O-])([O-])=O.[K+].[K+] (potassium carbonate). Reported procedure: A mixture of 4-chloro-2-[(3-chloropropyl)amino]-3-nitrobenzoic acid (150 mg, 0.512 mmol), methyl iodide (0.0319 mL, 0.512 mmol) and potassium carbonate (70.8 mg, 0.512 mmol) in N,N-dimethylformamide (1.5 mL) was stirred at room temperature for 12 h. After addition of ethyl acetate, the resultant mixture was washed with water and brine, dried over sodium sulfate, filtered and concentrated in vacuo. The residue was purified by flash column chromatography on NH silica gel eluting with a 5% ethyl ac... Product: ClC1=C(C(=C(C(=O)OC)C=C1)NCCCCl)[N+](=O)[O-] (Methyl 4-chloro-2-[(3-chloropropyl)amino]-3-nitrobenzoate). The yield is 89.6%. Reaction SMILES: [Cl:1][C:2]1[CH:10]=[CH:9][C:5]([C:6]([OH:8])=[O:7])=[C:4]([NH:11][CH2:12][CH2:13][CH2:14][Cl:15])[C:3]=1[N+:16]([O-:18])=[O:17].CI.[C:21](=O)([O-])[O-].[K+].[K+].C(OCC)(=O)C>CN(C)C=O>[Cl:1][C:2]1[CH:10]=[CH:9][C:5]([C:6]([O:8][CH3:21])=[O:7])=[C:4]([NH:11][CH2:12][CH2:13][CH2:14][Cl:15])[C:3]=1[N+:16]([O-:18])=[O:17] |f:2.3.4|. Run at time 12 hour. Solvent: CN(C=O)C (N,N-dimethylformamide). Starting materials: [Si](C1=CC=CC=C1)(C1=CC=CC=C1)(C(C)(C)C)OCC1=CC=C(C(=C1N1C[C@H](O[C@H](C1)C)C)Cl)F ((2R,6S)-[6-({[tert-butyl(diphenyl)silyl]oxy}methyl)-2-chloro-3-fluorophenyl]-2,6-dimethylmorpholine), [Li]N1C(CCCC1(C)C)(C)C (lithium 2,2,6,6-tetramethylpiperidide), [Si](C1=CC=CC=C1)(C1=CC=CC=C1)(C(C)(C)C)OCC1=CC=C(C(=C1N1C[C@H](O[C@H](C1)C)C)Cl)F ((2R,6S)-[6-({[tert-butyl(diphenyl)silyl]oxy}methyl)-2-chloro-3-fluorophenyl]-2,6-dimethylmorpholine), S1C=NC=C1C=O (1,3-thiazole-5-carbaldehyde). Product: [Si](C1=CC=CC=C1)(C1=CC=CC=C1)(C(C)(C)C)OCC=1C(=C(C(=C(C1)C(O)C1=CN=CS1)F)Cl)N1C[C@H](O[C@H](C1)C)C ({5-({[tert-butyl(diphenyl)silyl]oxy}methyl)-3-chloro-4-[(2R,6S)-2,6-dimethylmorpholin-4-yl]-2-fluorophenyl}(1,3-thiazol-5-yl)methanol). As a reaction SMILES: [Si:1]([O:18][CH2:19][C:20]1[C:25]([N:26]2[CH2:31][C@H:30]([CH3:32])[O:29][C@H:28]([CH3:33])[CH2:27]2)=[C:24]([Cl:34])[C:23]([F:35])=[CH:22][CH:21]=1)([C:14]([CH3:17])([CH3:16])[CH3:15])([C:8]1[CH:13]=[CH:12][CH:11]=[CH:10][CH:9]=1)[C:2]1[CH:7]=[CH:6][CH:5]=[CH:4][CH:3]=1.[S:36]1[C:40]([CH:41]=[O:42])=[CH:39][N:38]=[CH:37]1.[Li]N1C(C)(C)CCCC1(C)C>>[Si:1]([O:18][CH2:19][C:20]1[C:25]([N:26]2[CH2:31][C@H:30]([CH3:32])[O:29][C@H:28]([CH3:33])[CH2:27]2)=[C:24]([Cl:34])[C:23]([F:35])=[C:22]([CH:41]([C:40]2[S:36][CH:37]=[N:38][CH:39]=2)[OH:42])[CH:21]=1)([C:14]([CH3:16])([CH3:17])[CH3:15])([C:2]1[CH:7]=[CH:6][CH:5]=[CH:4][CH:3]=1)[C:8]1[CH:13]=[CH:12][CH:11]=[CH:10][CH:9]=1. Procedure: Starting materials: (2R,6S)-4-[6-({[tert-butyl(diphenyl)silyl]oxy}methyl)-2-chloro-3-fluorophenyl]-2,6-dimethylmorpholine (Intermediate 42), 1,3-thiazole-5-carbaldehyde and lithium 2,2,6,6-tetramethylpiperidide. Starting materials: C(C(=O)Cl)(=O)Cl (oxalyl chloride), S1C(=NC2=C1C=CC=C2)C=CC2=CC=C(C(=O)O)C=C2 (4-[2-(2-benzothiazolyl)vinyl]benzoic acid), Cl.NC1=C(C=CC(=C1)CCCS(=O)(=O)C1=CC=C(C=C1)Cl)O (2-amino-4-[3-(4-chlorophenylsulfonyl)propyl]phenol hydrochloride). The reagents and catalysts are CN(C=O)C (dimethylformamide). Run in ClCCl (dichloromethane), ClCCl (dichloromethane), N1=CC=CC=C1 (pyridine). Run at time 2 hour. Yields the product S1C(=NC2=C1C=CC=C2)C=CC2=CC=C(C(=O)NC1=C(C=CC(=C1)CCCS(=O)(=O)C1=CC=C(C=C1)Cl)O)C=C2 (4-[2-(2-benzothiazolyl)vinyl]-5'-[3-(4-chlorophenylsulfonyl)propyl]-2'-hydroxybenzanilide). Isolated yield 64.8%. RXN SMILES: C(Cl)(=O)C(Cl)=O.[S:7]1[C:11]2[CH:12]=[CH:13][CH:14]=[CH:15][C:10]=2[N:9]=[C:8]1[CH:16]=[CH:17][C:18]1[CH:26]=[CH:25][C:21]([C:22]([OH:24])=O)=[CH:20][CH:19]=1.Cl.[NH2:28][C:29]1[CH:34]=[C:33]([CH2:35][CH2:36][CH2:37][S:38]([C:41]2[CH:46]=[CH:45][C:44]([Cl:47])=[CH:43][CH:42]=2)(=[O:40])=[O:39])[CH:32]=[CH:31][C:30]=1[OH:48]>CN(C)C=O.ClCCl.N1C=CC=CC=1>[S:7]1[C:11]2[CH:12]=[CH:13][CH:14]=[CH:15][C:10]=2[N:9]=[C:8]1[CH:16]=[CH:17][C:18]1[CH:19]=[CH:20][C:21]([C:22]([NH:28][C:29]2[CH:34]=[C:33]([CH2:35][CH2:36][CH2:37][S:38]([C:41]3[CH:46]=[CH:45][C:44]([Cl:47])=[CH:43][CH:42]=3)(=[O:40])=[O:39])[CH:32]=[CH:31][C:30]=2[OH:48])=[O:24])=[CH:25][CH:26]=1 |f:2.3|. Reported procedure: At -78° C., oxalyl chloride (135 mg, 1.06 mmol) was added to a mixture of 4-[2-(2-benzothiazolyl)vinyl]benzoic acid (247 mg, 0.88 mmol), dimethylformamide (one drop) and dichloromethane (10 ml), and the resulting mixture was stirred at room temperature for 2 hours and then concentrated under reduced pressure. Under ice-cooling, the resulting compound was gradually added to a mixture of 2-amino-4-[3-(4-chlorophenylsulfonyl)propyl]phenol hydrochloride (320 mg, 0.88 mmol), pyridine (3 ml) and dichl... The reactants are 1F, N1C[C@@H](CC1)NC(OC(C)(C)C)=O ((R)-tert-butyl pyrrolidin-3-ylcarbamate), CC1=CC=C(C=C1)S(=O)(=O)OC=1C2=C(N=C(N1)N)C(CCCC2)(C)C (2-amino-9,9-dimethyl-6,7,8,9-tetrahydro-5H-cyclohepta[d]pyrimidin-4-yl 4-methylbenzenesulfonate), N1(CCNCC1)C(=O)OC(C)(C)C (tert-butyl piperazine-1-carboxylate). The product is C1(=CC=CC=C1)C1CCCC=2C(=NC(=NC12)N)N1CCNCC1 (8-phenyl-4-(piperazin-1-yl)-5,6,7,8-tetrahydroquinazolin-2-amine). As a reaction SMILES: CC1C=CC(S(O[C:12]2[C:13]3[CH2:23][CH2:22][CH2:21][CH2:20][C:19]([CH3:25])([CH3:24])[C:14]=3[N:15]=[C:16]([NH2:18])[N:17]=2)(=O)=O)=CC=1.[N:26]1(C(OC(C)(C)C)=O)[CH2:31][CH2:30][NH:29][CH2:28][CH2:27]1.N1C[CH2:42][C@@H:41](NC(=O)OC(C)(C)C)[CH2:40]1>>[C:19]1([CH:20]2[C:12]3[N:17]=[C:16]([NH2:18])[N:15]=[C:14]([N:26]4[CH2:31][CH2:30][NH:29][CH2:28][CH2:27]4)[C:13]=3[CH2:23][CH2:22][CH2:21]2)[CH:24]=[CH:42][CH:41]=[CH:40][CH:25]=1. Procedure details: The title compound was prepared according to the procedures of Examples 1E and 1F, substituting the product from Example 9C for the product from Example 1D and substituting tert-butyl piperazine-1-carboxylate for (R)-tert-butyl pyrrolidin-3-ylcarbamate. 1H NMR (300 MHz, CDCl3) δ 7.24 (m, 2H), 7.18 (m, J=7.54 Hz, 1H), 7.06 (d, J=8.33 Hz, 1H), 4.55 (s, 2H), 3.99 (t, J=6.94 Hz, 1H), 3.31 (m, 4H), 2.98 (m, 4H), 2.55 (m, 2H), 2.20 (m, 1H), 1.79 (m, 3H); MS (ESI+) m/z 310 (M+H)+.